This data is from the Open Reaction Database (ORD), a public repository of structured organic reaction records. The task is: describe an organic reaction: reactants, conditions, products, and yield Reactants: C(=O)C1=C(NC2=CC=CC=C12)C (3-formyl-2-methylindole), C1(=CC=CC2=CC=CC=C12)C(=O)Cl (1-naphthoyl chloride), O.CCOC(=O)C (water EtOAc). The reagents and catalysts are [H-].[Na+] (NaH). Solvent: CN(C)C=O (DMF), CN(C)C=O (DMF). Conditions: temperature 0 celsius, time 30 minute. Product: C(=O)C1=C(N(C2=CC=CC=C12)C(=O)C1=CC=CC2=CC=CC=C12)C (3-Formyl-2-methyl-1-(1-naphthoyl)-1H-indole). Isolated yield 20.1%. As a reaction SMILES: [CH:1]([C:3]1[C:11]2[C:6](=[CH:7][CH:8]=[CH:9][CH:10]=2)[NH:5][C:4]=1[CH3:12])=[O:2].[C:13]1([C:23](Cl)=[O:24])[C:22]2[C:17](=[CH:18][CH:19]=[CH:20][CH:21]=2)[CH:16]=[CH:15][CH:14]=1.O.CCOC(C)=O>CN(C=O)C.[H-].[Na+]>[CH:1]([C:3]1[C:11]2[C:6](=[CH:7][CH:8]=[CH:9][CH:10]=2)[N:5]([C:23]([C:13]2[C:22]3[C:17](=[CH:18][CH:19]=[CH:20][CH:21]=3)[CH:16]=[CH:15][CH:14]=2)=[O:24])[C:4]=1[CH3:12])=[O:2] |f:2.3,5.6|. Reported procedure: To 3-formyl-2-methylindole (4.30 g; 27.0 mmol) in 70 mL of DMF at r.t. was added NaH 80% (0.861 mg). After 30 min of stirring the solution was cooled to 0° C. and a solution of 1-naphthoyl chloride (5.04 g, 29.3 mmol) in 10 mL of DMF was added dropwise. The mixture was left stirring for 16 h at r.t. and poured into cold water-EtOAc (100mL). The organic phase was washed with H2O (2×25 mL) and brine. The organic phase was dried over Na2SO4 and the solvent removed. Chromatography on silica gel (elu... The reactants are N1(CCOCC1)CCOC1=C(C=NN1C1=CC=C(C=C1)Br)C(=O)OCC (ethyl 5-(2-morpholin-4-ylethoxy)-1-(4-bromophenyl)pyrazole-4-carboxylate), C([O-])([O-])=O.[Na+].[Na+] (sodium carbonate), C(=O)C1(CC=CC=C1)B(O)O (1-formylbenzeneboronic acid), C1(=CC=CC=C1)C (toluene). The reagents and catalysts are [Pd].C1(=CC=CC=C1)P(C1=CC=CC=C1)C1=CC=CC=C1.C1(=CC=CC=C1)P(C1=CC=CC=C1)C1=CC=CC=C1.C1(=CC=CC=C1)P(C1=CC=CC=C1)C1=CC=CC=C1.C1(=CC=CC=C1)P(C1=CC=CC=C1)C1=CC=CC=C1 (tetrakis(triphenylphosphine) palladium (0)). Solvent: O (water), C(C)O (ethanol), O (water). Yields the product N1(CCOCC1)CCOC1=C(C=NN1C1=CC=C(C=C1)C1=C(C=CC=C1)C=O)C(=O)OCC (Ethyl 5-(2-morpholin-4-ylethoxy)-1-[4-(2-formylphenyl)phenyl]pyrazole-4-carboxylate). Yield: 52.8%. Reaction SMILES: [N:1]1([CH2:7][CH2:8][O:9][C:10]2[N:14]([C:15]3[CH:20]=[CH:19][C:18](Br)=[CH:17][CH:16]=3)[N:13]=[CH:12][C:11]=2[C:22]([O:24][CH2:25][CH3:26])=[O:23])[CH2:6][CH2:5][O:4][CH2:3][CH2:2]1.C(=O)([O-])[O-].[Na+].[Na+].[CH:33]([C:35]1(B(O)O)[CH:40]=[CH:39][CH:38]=[CH:37][CH2:36]1)=[O:34].C1(C)C=CC=CC=1>O.[Pd].C1(P(C2C=CC=CC=2)C2C=CC=CC=2)C=CC=CC=1.C1(P(C2C=CC=CC=2)C2C=CC=CC=2)C=CC=CC=1.C1(P(C2C=CC=CC=2)C2C=CC=CC=2)C=CC=CC=1.C1(P(C2C=CC=CC=2)C2C=CC=CC=2)C=CC=CC=1.C(O)C>[N:1]1([CH2:7][CH2:8][O:9][C:10]2[N:14]([C:15]3[CH:20]=[CH:19][C:18]([C:36]4[CH:37]=[CH:38][CH:39]=[CH:40][C:35]=4[CH:33]=[O:34])=[CH:17][CH:16]=3)[N:13]=[CH:12][C:11]=2[C:22]([O:24][CH2:25][CH3:26])=[O:23])[CH2:6][CH2:5][O:4][CH2:3][CH2:2]1 |f:1.2.3,7.8.9.10.11|. Reported procedure: A mixture of ethyl 5-(2-morpholin-4-ylethoxy)-1-(4-bromophenyl)pyrazole-4-carboxylate (0.25 g, 0.59 mmol), sodium carbonate (0.20 g, 1.77 mmol), tetrakis(triphenylphosphine) palladium (0) (0.12 g, 0.18 mmol) and 1-formylbenzeneboronic acid (0.10 g, 0.76 mmol) in a solution of toluene (10 mL), ethanol (1 mL) and water (1 mL) was stirred at reflux for 18 h. The reaction was diluted with water and extracted with ethyl acetate. The organic extract was washed with brine and dried (Na2SO4). After remo... Reactants: O=C(O)CCCCCCCCCCBr, Cc1ccccc1, c1ccc(P(c2ccccc2)c2ccccc2)cc1. The product is [Br-], O=C(O)CCCCCCCCCC[P+](c1ccccc1)(c1ccccc1)c1ccccc1. Reaction SMILES: [Br:1][CH2:2][CH2:3][CH2:4][CH2:5][CH2:6][CH2:7][CH2:8][CH2:9][CH2:10][CH2:11][C:12](=[O:13])[OH:14].[CH3:34][c:35]1[cH:36][cH:37][cH:38][cH:39][cH:40]1.[c:15]1([P:21]([c:22]2[cH:23][cH:24][cH:25][cH:26][cH:27]2)[c:28]2[cH:29][cH:30][cH:31][cH:32][cH:33]2)[cH:16][cH:17][cH:18][cH:19][cH:20]1>>[Br-:1].[CH2:2]([CH2:3][CH2:4][CH2:5][CH2:6][CH2:7][CH2:8][CH2:9][CH2:10][CH2:11][C:12](=[O:13])[OH:14])[P+:21]([c:15]1[cH:16][cH:17][cH:18][cH:19][cH:20]1)([c:22]1[cH:23][cH:24][cH:25][cH:26][cH:27]1)[c:28]1[cH:29][cH:30][cH:31][cH:32][cH:33]1.